From a dataset of the Open Reaction Database (ORD), a public repository of structured organic reaction records. describe an organic reaction: reactants, conditions, products, and yield The reactants are C(C1=CC=CC=C1)ON(CCOCCOCCOC)C(CCC(NCCCCCNOCC1=CC=CC=C1)=O)=O (11,22-Bis(benzyloxy)-12,15-dioxo-11,16,22-triaza-2,5,8-trioxadocosane), C1(CCC(=O)O1)=O (succinic anhydride), C(C1=CC=CC=C1)ON(C(CCC(=O)O)=O)CCOCCOCCOC (N-(Benzyloxy)-N-(3,6,9-trioxadecyl)succinamic acid). The solvent is N1=CC=CC=C1 (pyridine). The product is C(C1=CC=CC=C1)ON(C(CCC(=O)O)=O)CCCCCNC(CCC(N(CCOCCOCCOC)OCC1=CC=CC=C1)=O)=O (5,16-Bis(benzyloxy)-4,12,15-trioxo-5,11,16-triaza-19,22,25-trioxahexacosanoic acid). Yield: 95.0%. Reaction SMILES: [CH2:1]([O:8][N:9]([C:20](=[O:40])[CH2:21][CH2:22][C:23](=[O:39])[NH:24][CH2:25][CH2:26][CH2:27][CH2:28][CH2:29][NH:30][O:31][CH2:32][C:33]1[CH:38]=[CH:37][CH:36]=[CH:35][CH:34]=1)[CH2:10][CH2:11][O:12][CH2:13][CH2:14][O:15][CH2:16][CH2:17][O:18][CH3:19])[C:2]1[CH:7]=[CH:6][CH:5]=[CH:4][CH:3]=1.[C:41]1(=[O:47])[O:46][C:44](=[O:45])[CH2:43][CH2:42]1.C(ON(CCOCCOCCOC)C(=O)CCC(O)=O)C1C=CC=CC=1>N1C=CC=CC=1>[CH2:32]([O:31][N:30]([CH2:29][CH2:28][CH2:27][CH2:26][CH2:25][NH:24][C:23](=[O:39])[CH2:22][CH2:21][C:20](=[O:40])[N:9]([O:8][CH2:1][C:2]1[CH:7]=[CH:6][CH:5]=[CH:4][CH:3]=1)[CH2:10][CH2:11][O:12][CH2:13][CH2:14][O:15][CH2:16][CH2:17][O:18][CH3:19])[C:41](=[O:47])[CH2:42][CH2:43][C:44]([OH:46])=[O:45])[C:33]1[CH:34]=[CH:35][CH:36]=[CH:37][CH:38]=1. Reported procedure: 5,16-Bis(benzyloxy)-4,12,15-trioxo-5,11,16-triaza-19,22,25-trioxahexacosanoic acid (19) was synthesized by reacting compound (18) (3.40 g, 6.07 mmol) with succinic anhydride in pyridine following the procedure of (16) to produce 3.81 g (95%) of (19) as an oil: NMR δ 1.2-1.8 (m, 6 H), 2.38-2.91 (m, 8 H), 3.07-3.83 (m, 19 H), 4.79 (s, 2 H), 4.88 (s, 2 H), 5.7 (br s, 1 H), 6.62 (br s, 1 H), 7.33 (s, 10 H). Analysis: (C34H49N3O10) C, H, N. Reactants: NC(=O)CBr, Cl, [H-], O=C1CNC(=O)N1c1cccc(I)c1, [Na+], CN(C)C=O. Yields the product NC(=O)CN1CC(=O)N(c2cccc(I)c2)C1=O. Reaction SMILES: [Br:17][CH2:18][C:19](=[O:20])[NH2:21].[ClH:22].[H-:15].[I:1][c:2]1[cH:3][c:4]([N:8]2[C:9](=[O:14])[NH:10][CH2:11][C:12]2=[O:13])[cH:5][cH:6][cH:7]1.[Na+:16].[O:23]=[CH:24][N:25]([CH3:26])[CH3:27]>>[I:1][c:2]1[cH:3][c:4]([N:8]2[C:9](=[O:14])[N:10]([CH2:18][C:19](=[O:20])[NH2:21])[CH2:11][C:12]2=[O:13])[cH:5][cH:6][cH:7]1.